This data is from the Open Reaction Database (ORD), a public repository of structured organic reaction records. The task is: describe an organic reaction: reactants, conditions, products, and yield Yields the product BrC=1C=NC(=CC1)N1CCCCC1 (3-Bromo-6-(piperidin-1-yl)pyridine). Reactants: BrC=1C=CC(=NC1)OS(=O)(=O)C(F)(F)F (trifluoromethanesulfonic acid 5-bromopyrid-2-yl ester), N1CCCCC1 (piperidine). Run in CN(C)C=O (DMF). Run at temperature 40 celsius. Procedure details: A mixture of trifluoromethanesulfonic acid 5-bromopyrid-2-yl ester (see step (a) above; 1.5 g, 4.9 mmol), piperidine (1.07 mL, 10.8 mmol) and DMF (5 mL) was heated at 40° C. for 3 h. DMF was then removed in vacuo, water (20 mL) was added to the residue and the product extracted with EtOAc (3×15 mL) and CH2Cl2 (15 mL). The combined organic extracts were washed with brine and dried (Na2SO4). After removal of the solvent, the residue was dissolved in Et2O and HCl (4M in dioxane; 4 mL) was added. RXN SMILES: [Br:1][C:2]1[CH:3]=[CH:4][C:5](OS(C(F)(F)F)(=O)=O)=[N:6][CH:7]=1.[NH:16]1[CH2:21][CH2:20][CH2:19][CH2:18][CH2:17]1>CN(C=O)C>[Br:1][C:2]1[CH:7]=[N:6][C:5]([N:16]2[CH2:21][CH2:20][CH2:19][CH2:18][CH2:17]2)=[CH:4][CH:3]=1. Reaction conditions: temperature 70 celsius, time 2 hour. Product: ONC1=CC=CC=2C(C3=CC=CC=C3C(C12)=O)=O (1-hydroxylaminoanthraquinone). As a reaction SMILES: [N+:1]([C:4]1[CH:17]=[CH:16][CH:15]=[C:14]2[C:5]=1[C:6](=[O:19])[CH:7]1[CH:12]([C:13]2=[O:18])[CH2:11][CH:10]=[CH:9][CH2:8]1)([O-])=[O:2].C(N)CCC>C1(C)C=CC=CC=1>[OH:2][NH:1][C:4]1[C:5]2[C:6](=[O:19])[C:7]3[C:12](=[CH:11][CH:10]=[CH:9][CH:8]=3)[C:13](=[O:18])[C:14]=2[CH:15]=[CH:16][CH:17]=1. Run in C1(=CC=CC=C1)C (toluene). Procedure details: A mixture of 5.0 parts of 5-nitro-1,4,4a,9a-tetrahydroanthraquinone with 80 parts of toluene and 1.0 part of n-butylamine was stirred at 70°C for 2 hours. The mixture was then distilled under a reduced pressure of 100 mm Hg to remove toluene, washed with 50 parts of methanol and dried under reduced pressure to obtain 4.4 parts of 1-hydroxylaminoanthraquinone. The reactants are [N+](=O)([O-])C1=C2C(C3CC=CCC3C(C2=CC=C1)=O)=O (5-nitro-1,4,4a,9a-tetrahydroanthraquinone), C(CCC)N (n-butylamine). The reactants are COCc1ccc(C(=O)OC)c(N)n1, CC(=O)O, CO, [Na+], C1CCOC1, [OH-], O, O. Yields the product COCc1ccc(C(=O)O)c(N)n1. As a reaction SMILES: [CH3:1][O:2][C:3]([c:4]1[c:5]([NH2:13])[n:6][c:7]([CH2:10][O:11][CH3:12])[cH:8][cH:9]1)=[O:14].[CH3:23][C:24](=[O:25])[OH:26].[CH3:28][OH:29].[Na+:22].[O:15]1[CH2:16][CH2:17][CH2:18][CH2:19]1.[OH-:21].[OH2:20].[OH2:27]>>[O:2]=[C:3]([c:4]1[c:5]([NH2:13])[n:6][c:7]([CH2:10][O:11][CH3:12])[cH:8][cH:9]1)[OH:14]. Starting materials: ClCCl, CSc1cc(Cl)nc(C)n1, I. Product: CSc1cc(I)nc(C)n1. As a reaction SMILES: [Cl:12][CH2:13][Cl:14].[Cl:1][c:2]1[n:3][c:4]([CH3:10])[n:5][c:6]([S:8][CH3:9])[cH:7]1.[IH:11]>>[c:2]1([I:11])[n:3][c:4]([CH3:10])[n:5][c:6]([S:8][CH3:9])[cH:7]1. The reactants are CC(CSC(=O)c1ccccc1)C(=O)N1C(=O)N(Cc2ccccc2)CC1C(=O)OC(C)(C)C, O=C(O)C(F)(F)F. The product is CC(CSC(=O)c1ccccc1)C(=O)N1C(=O)N(Cc2ccccc2)CC1C(=O)O. RXN SMILES: [CH2:1]([c:2]1[cH:3][cH:4][cH:5][cH:6][cH:7]1)[N:8]1[C:9](=[O:34])[N:10]([C:20]([CH:21]([CH2:22][S:23][C:24]([c:25]2[cH:26][cH:27][cH:28][cH:29][cH:30]2)=[O:31])[CH3:32])=[O:33])[CH:11]([C:13](=[O:14])[O:15][C:16]([CH3:17])([CH3:18])[CH3:19])[CH2:12]1.[OH:35][C:36]([C:37]([F:38])([F:39])[F:40])=[O:41]>>[CH2:1]([c:2]1[cH:3][cH:4][cH:5][cH:6][cH:7]1)[N:8]1[C:9](=[O:34])[N:10]([C:20]([CH:21]([CH2:22][S:23][C:24]([c:25]2[cH:26][cH:27][cH:28][cH:29][cH:30]2)=[O:31])[CH3:32])=[O:33])[CH:11]([C:13](=[O:14])[OH:15])[CH2:12]1. The reactants are CCCN(CCC)C(=O)C1=Cc2ccc(Br)cc2N=C(NC(=O)OC(C)(C)C)C1, CC1(C)OC(c2ccc(C(=O)N3CCC(O[Si](C)(C)C(C)(C)C)C3)cc2)OC1(C)C. Product: CCCN(CCC)C(=O)C1=Cc2ccc(-c3ccc(C(=O)N4CCC(O[Si](C)(C)C(C)(C)C)C4)cc3)cc2N=C(NC(=O)OC(C)(C)C)C1. Reaction SMILES: [Br:1][c:2]1[cH:3][cH:4][c:5]2[c:6]([cH:29]1)[N:7]=[C:8]([NH:21][C:22]([O:23][C:24]([CH3:25])([CH3:26])[CH3:27])=[O:28])[CH2:9][C:10]([C:12]([N:13]([CH2:14][CH2:15][CH3:16])[CH2:17][CH2:18][CH3:19])=[O:20])=[CH:11]2.[C:30]([CH3:31])([CH3:32])([CH3:33])[Si:34]([O:35][CH:36]1[CH2:37][N:38]([C:41](=[O:42])[c:43]2[cH:44][cH:45][c:46]([CH:49]3[O:50][C:51]([CH3:52])([CH3:53])[C:54]([CH3:55])([CH3:56])[O:57]3)[cH:47][cH:48]2)[CH2:39][CH2:40]1)([CH3:58])[CH3:59]>>[c:2]1(-[c:46]2[cH:45][cH:44][c:43]([C:41]([N:38]3[CH2:37][CH:36]([O:35][Si:34]([C:30]([CH3:31])([CH3:32])[CH3:33])([CH3:58])[CH3:59])[CH2:40][CH2:39]3)=[O:42])[cH:48][cH:47]2)[cH:3][cH:4][c:5]2[c:6]([cH:29]1)[N:7]=[C:8]([NH:21][C:22]([O:23][C:24]([CH3:25])([CH3:26])[CH3:27])=[O:28])[CH2:9][C:10]([C:12]([N:13]([CH2:14][CH2:15][CH3:16])[CH2:17][CH2:18][CH3:19])=[O:20])=[CH:11]2.